Dataset: the Open Reaction Database (ORD), a public repository of structured organic reaction records. Task: describe an organic reaction: reactants, conditions, products, and yield The reactants are Cl.CN(C)CC1C(CCC(C1)CCC1=CC=CC=C1)=O (2-dimethylaminomethyl-4-(phenethyl)-cyclohexanone hydrochloride), BrC1=C(C(=CC=C1)C)S (1-bromo-3-methyl-sulphanyl-benzene), BrCCBr (1,2-dibromoethane). Run in CCOCC (ether). Yields the product Cl.CN(C)CC1C(CCC(C1)CCC1=CC=CC=C1)(O)C1=CC(=CC=C1)SC ((1RS,2RS,4SR)-2-dimethylaminomethyl-1-(3-methylsulphanyl-phenyl)-4-phenethyl-1-cyclohexanol hydrochloride). The yield is 23.0%. Reaction SMILES: [ClH:1].[CH3:2][N:3]([CH2:5][CH:6]1[CH2:11][CH:10]([CH2:12][CH2:13][C:14]2[CH:19]=[CH:18][CH:17]=[CH:16][CH:15]=2)[CH2:9][CH2:8][C:7]1=[O:20])[CH3:4].Br[C:22]1[CH:27]=[CH:26][CH:25]=[C:24](C)[C:23]=1[SH:29].Br[CH2:31]CBr>CCOCC>[ClH:1].[CH3:2][N:3]([CH2:5][CH:6]1[CH2:11][CH:10]([CH2:12][CH2:13][C:14]2[CH:15]=[CH:16][CH:17]=[CH:18][CH:19]=2)[CH2:9][CH2:8][C:7]1([C:27]1[CH:26]=[CH:25][CH:24]=[C:23]([S:29][CH3:31])[CH:22]=1)[OH:20])[CH3:4] |f:0.1,5.6|. Reported procedure: The base of compound (48) was reacted with 1-bromo-3-methyl-sulphanyl-benzene corresponding to the conditions described in Example 1. In departure from the conditions described in Example 1, ether was used as the solvent and 1,2-dibromoethane was added to the reaction batch in order to increase the yield. The crude product was purified with diisopropyl ether via a silica gel column and was taken up in 2-butanone. After the addition of trimethylchlorosilane/water, compound (51) was obtained in a ...